describe an organic reaction: reactants, conditions, products, and yield From a dataset of the Open Reaction Database (ORD), a public repository of structured organic reaction records. Reactants: COC1=C(OCC(=O)O)C=CC(=C1)[N+](=O)[O-] ((2-methoxy-4-nitro-phenoxy)acetic acid), C(C(=O)Cl)(=O)Cl (oxalyl chloride). Run in ClCCl (dichloromethane). Run at time 45 minute. Product: COC1=C(OCC(=O)Cl)C=CC(=C1)[N+](=O)[O-] ((2-methoxy-4-nitro-phenoxy)-acetyl chloride). As a reaction SMILES: [CH3:1][O:2][C:3]1[CH:13]=[C:12]([N+:14]([O-:16])=[O:15])[CH:11]=[CH:10][C:4]=1[O:5][CH2:6][C:7](O)=[O:8].C(Cl)(=O)C([Cl:20])=O>ClCCl>[CH3:1][O:2][C:3]1[CH:13]=[C:12]([N+:14]([O-:16])=[O:15])[CH:11]=[CH:10][C:4]=1[O:5][CH2:6][C:7]([Cl:20])=[O:8]. Reported procedure: A suspension of (2-methoxy-4-nitro-phenoxy)acetic acid [FEBS Lett. (1983), 153(2), 431], (3.12 g 15.9 mmol) in dichloromethane (100 ml) was cooled down to 0° C. in an ice bath before oxalyl chloride (5.26 g, 41.7 mmol) was added. The reaction mixture was stirred for 45 minutes, giving a clear solution. The solvents were removed in vacuo to give (2-methoxy-4-nitro-phenoxy)-acetyl chloride as a pale yellow solid. (3.41 g, 100%); The reactants are CC(CC1=CC=C(C=C1)CC(=O)O)C (4-(2-methylpropyl)benzeneacetic acid), C(CCC)[Li] (Butyllithium), CCCCCC (hexane), C(C)(C)NC(C)C (diisopropylamine), C[Si](Cl)(C)C (trimethylchlorosilane). Run in O1CCCC1 (tetrahydrofuran), O1CCCC1 (tetrahydrofuran). Reaction conditions: temperature 0 celsius, time 1 hour. Yields the product CC(CC1=CC=C(C=C(O[Si](C)(C)C)O[Si](C)(C)C)C=C1)C (4-(2-methylpropyl)-β,β-bis(trimethylsiloxy)styrene). Isolated yield 70.2%. Reaction SMILES: C([Li])CCC.CCCCCC.C(NC(C)C)(C)C.[CH3:19][CH:20]([CH3:32])[CH2:21][C:22]1[CH:27]=[CH:26][C:25]([CH2:28][C:29]([OH:31])=[O:30])=[CH:24][CH:23]=1.[CH3:33][Si:34]([CH3:37])([CH3:36])Cl>O1CCCC1>[CH3:19][CH:20]([CH3:32])[CH2:21][C:22]1[CH:27]=[CH:26][C:25]([CH:28]=[C:29]([O:31][Si:34]([CH3:37])([CH3:36])[CH3:33])[O:30][Si:34]([CH3:37])([CH3:36])[CH3:33])=[CH:24][CH:23]=1. Procedure details: Butyllithium in hexane (175 ml of 1.6 M solution, 0.28 mol) was added to a solution of 30 g (0.3 mol) of diisopropylamine in 200 ml of tetrahydrofuran at 25° C. The reaction mixture was cooled to 0° C. and a solution of 26.0 g (0.135 mol) of 4-(2-methylpropyl)benzeneacetic acid in 200 ml of tetrahydrofuran was added dropwise near 0° C. The mixture was stirred for 1 hour at 0° C. and then 70 ml (0.55 mol) of trimethylchlorosilane were added. The reaction mixture was warmed to room temperature and...